From a dataset of the Open Reaction Database (ORD), a public repository of structured organic reaction records. describe an organic reaction: reactants, conditions, products, and yield Starting materials: Cl (hydrochloric acid), O (water), O.[OH-].[Li+] (lithium hydroxide monohydrate), COC=1C=C(C=C(C1)OC)N1CCN(CC1)C(=O)N(C1=C(C=C(C(=C1)C)C)OC)CC(=O)OCC (Ethyl 2-({[4-(3,5-dimethoxyphenyl)piperazino]carbonyl}-2-methoxy-4,5-dimethylanilino)acetate). The solvent is O1CCOCC1 (dioxane). Run at time 3 hour. The product is COC=1C=C(C=C(C1)OC)N1CCN(CC1)C(=O)N(C1=C(C=C(C(=C1)C)C)OC)CC(=O)O (2-({[4-(3,5-Dimethoxyphenyl)piperazino]carbonyl}-2-methoxy-4,5-dimethylanilino)acetic acid). Yield: 80.0%. Reaction SMILES: [CH3:1][O:2][C:3]1[CH:4]=[C:5]([N:11]2[CH2:16][CH2:15][N:14]([C:17]([N:19]([CH2:30][C:31]([O:33]CC)=[O:32])[C:20]3[CH:25]=[C:24]([CH3:26])[C:23]([CH3:27])=[CH:22][C:21]=3[O:28][CH3:29])=[O:18])[CH2:13][CH2:12]2)[CH:6]=[C:7]([O:9][CH3:10])[CH:8]=1.O.O.[OH-].[Li+].Cl>O1CCOCC1>[CH3:1][O:2][C:3]1[CH:4]=[C:5]([N:11]2[CH2:12][CH2:13][N:14]([C:17]([N:19]([CH2:30][C:31]([OH:33])=[O:32])[C:20]3[CH:25]=[C:24]([CH3:26])[C:23]([CH3:27])=[CH:22][C:21]=3[O:28][CH3:29])=[O:18])[CH2:15][CH2:16]2)[CH:6]=[C:7]([O:9][CH3:10])[CH:8]=1 |f:2.3.4|. Procedure details: Ethyl 2-({[4-(3,5-dimethoxyphenyl)piperazino]carbonyl}-2-methoxy-4,5-dimethylanilino)acetate(200 mg, 0.41 mmole) was dissolved in dioxane:distilled water(4:1, 15 ml), lithium hydroxide monohydrate(50.7 mg, 1.23 mmol) was added thereto, and then the resulting mixture was stirred at room temperature for 3 hours, acidified with 1N-hydrochloric acid, extracted with ethylacetate, filtered to dryness, concentrated under the reduced pressure to remove the used solvent, and purified by column chromatogr... Starting materials: CC=1C(=NC=C(C1)C)N1CCN(CC1)C(=O)C1=CC=C(C=C1)N1S(CC[C@H]1C)(=O)=O ((R)-[4-(3,5-dimethylpyridin-2-yl)piperazin-1-yl][4-(3-methyl-1,1-dioxo-1λ6-isothiazolidin-2-yl)phenyl]methanone), Cl.C(C)(=O)OCC (hydrogen chloride ethyl acetate). Solvent: C(C)(=O)OCC (ethyl acetate). The product is Cl.CC=1C(=NC=C(C1)C)N1CCN(CC1)C(=O)C1=CC=C(C=C1)N1S(CC[C@H]1C)(=O)=O ((R)-[4-(3,5-dimethylpyridin-2-yl)piperazin-1-yl][4-(3-methyl-1,1-dioxo-1λ6-isothiazolidin-2-yl)phenyl]methanone hydrochloride). RXN SMILES: [CH3:1][C:2]1[C:3]([N:9]2[CH2:14][CH2:13][N:12]([C:15]([C:17]3[CH:22]=[CH:21][C:20]([N:23]4[C@H:27]([CH3:28])[CH2:26][CH2:25][S:24]4(=[O:30])=[O:29])=[CH:19][CH:18]=3)=[O:16])[CH2:11][CH2:10]2)=[N:4][CH:5]=[C:6]([CH3:8])[CH:7]=1.[ClH:31].C(OCC)(=O)C>C(OCC)(=O)C>[ClH:31].[CH3:1][C:2]1[C:3]([N:9]2[CH2:14][CH2:13][N:12]([C:15]([C:17]3[CH:22]=[CH:21][C:20]([N:23]4[C@H:27]([CH3:28])[CH2:26][CH2:25][S:24]4(=[O:30])=[O:29])=[CH:19][CH:18]=3)=[O:16])[CH2:11][CH2:10]2)=[N:4][CH:5]=[C:6]([CH3:8])[CH:7]=1 |f:1.2,4.5|. Reported procedure: To a mixture of [4-(3,5-dimethylpyridin-2-yl)piperazin-1-yl](4-iodophenyl)methanone (848 mg) described in Preparation Example 113, (R)-3-methylisothiazolidine 1,1-dioxide (272 mg) described in Preparation Example 2, potassium carbonate (555 mg) and copper(I) iodide (192 mg) were added toluene (4 mL) and N,N′-dimethylethylenediamine (0.20 mL), and the mixture was stirred with heating under reflux for 8 hr. The reaction mixture was cooled, water was added, the mixture was extracted with chloroform... The product is O=C1CCC(c2c[nH]c3ccccc23)CC1. The reactants are C1CCOC1, Cl, c1ccc2c(C3CCC4(CC3)OCCO4)c[nH]c2c1. Reaction SMILES: [CH2:21]1[O:22][CH2:23][CH2:24][CH2:25]1.[ClH:20].[O:1]1[CH2:3][CH2:2][O:4][C:5]12[CH2:6][CH2:7][CH:8]([c:11]1[cH:12][nH:13][c:14]3[cH:15][cH:16][cH:17][cH:18][c:19]13)[CH2:9][CH2:10]2>>[O:4]=[C:5]1[CH2:6][CH2:7][CH:8]([c:11]2[cH:12][nH:13][c:14]3[cH:15][cH:16][cH:17][cH:18][c:19]23)[CH2:9][CH2:10]1. Starting materials: COC(=O)C1CC(N)C(=O)C2C1(C)CCC1C(=O)OC(c3ccoc3)CC12C, CS(=O)(=O)Cl, CN(C)c1ccncc1, ClCCl. The product is COC(=O)C1CC(NS(C)(=O)=O)C(=O)C2C1(C)CCC1C(=O)OC(c3ccoc3)CC12C. Reaction SMILES: [CH3:1][O:2][C:3](=[O:4])[CH:5]1[C:6]2([CH3:28])[CH2:7][CH2:8][CH:9]3[C:10](=[O:27])[O:11][CH:12]([c:22]4[cH:23][o:24][cH:25][cH:26]4)[CH2:13][C:14]3([CH3:21])[CH:15]2[C:16](=[O:20])[CH:17]([NH2:19])[CH2:18]1.[CH3:29][S:30]([Cl:31])(=[O:32])=[O:33].[CH3:34][N:35]([c:36]1[cH:37][cH:38][n:39][cH:40][cH:41]1)[CH3:42].[Cl:43][CH2:44][Cl:45]>>[CH3:1][O:2][C:3](=[O:4])[CH:5]1[C:6]2([CH3:28])[CH2:7][CH2:8][CH:9]3[C:10](=[O:27])[O:11][CH:12]([c:22]4[cH:23][o:24][cH:25][cH:26]4)[CH2:13][C:14]3([CH3:21])[CH:15]2[C:16](=[O:20])[CH:17]([NH:19][S:30]([CH3:29])(=[O:32])=[O:33])[CH2:18]1. Starting materials: [OH-].[Na+] (sodium hydroxide), NN1CCCC1 (aminopyrrolidine), C1(=CC=CC=C1)CC(=O)N1C[C@H](CC1)NC1=NC2=CC=CC=C2C(=N1)N1CCN(CC1)C(=O)OC(C)(C)C (t-butyl 4-(2-((S)-1-(2-phenylethanoyl)pyrrolidin-3-ylamino)quinazolin-4-yl)piperazine-1-carboxylate), FC(C(=O)O)(F)F (trifluoroacetic acid). The solvent is C(Cl)(Cl)Cl (chloroform). Conditions: time 8 hour. The product is C1(=CC=CC=C1)CC(=O)N1C[C@H](CC1)NC1=NC2=CC=CC=C2C(=N1)N1CCNCC1 (2-phenyl-1-((S)-3-(4-piperazin-1-ylquinazolin-2-ylamino)pyrrolidin-1-yl)ethanone). The yield is 71.3%. Reaction SMILES: NN1CCCC1.[C:7]1([CH2:13][C:14]([N:16]2[CH2:20][CH2:19][C@H:18]([NH:21][C:22]3[N:31]=[C:30]([N:32]4[CH2:37][CH2:36][N:35](C(OC(C)(C)C)=O)[CH2:34][CH2:33]4)[C:29]4[C:24](=[CH:25][CH:26]=[CH:27][CH:28]=4)[N:23]=3)[CH2:17]2)=[O:15])[CH:12]=[CH:11][CH:10]=[CH:9][CH:8]=1.FC(F)(F)C(O)=O.[OH-].[Na+]>C(Cl)(Cl)Cl>[C:7]1([CH2:13][C:14]([N:16]2[CH2:20][CH2:19][C@H:18]([NH:21][C:22]3[N:31]=[C:30]([N:32]4[CH2:37][CH2:36][NH:35][CH2:34][CH2:33]4)[C:29]4[C:24](=[CH:25][CH:26]=[CH:27][CH:28]=4)[N:23]=3)[CH2:17]2)=[O:15])[CH:12]=[CH:11][CH:10]=[CH:9][CH:8]=1 |f:3.4|. Procedure: To a mixture of t-butyl 4-(2-((S)-pyrrolidin-3-ylamino)quinazolin-4-yl)piperazine-1-carboxylate (0.15 g), pyridine (60 mg), and chloroform was added phenylacetic acid chloride (87 mg), and the mixture was stirred at room temperature for 16 h. To the reaction mixture was added saturated aqueous sodium hydrogencarbonate, the mixture was extracted with chloroform, and the organic layer was dried with anhydrous magnesium sulfate. The desiccant was removed by filtration, the filtrate was concentrated...